This data is from the Open Reaction Database (ORD), a public repository of structured organic reaction records. The task is: describe an organic reaction: reactants, conditions, products, and yield Reactants: CCOC(=O)CCN(CCc1ccccc1)C(=O)Cc1ccccc1, CCO, [H-], [Na+]. Yields the product O=C1CCN(CCc2ccccc2)C(=O)C1c1ccccc1. As a reaction SMILES: [CH2:3]([O:4][C:6]([CH2:7][CH2:8][N:9]([C:10]([CH2:11][c:12]1[cH:13][cH:14][cH:15][cH:16][cH:17]1)=[O:18])[CH2:19][CH2:20][c:21]1[cH:22][cH:23][cH:24][cH:25][cH:26]1)=[O:27])[CH3:5].[CH3:28][CH2:29][OH:30].[H-:1].[Na+:2]>>[C:6]1(=[O:27])[CH2:7][CH2:8][N:9]([CH2:19][CH2:20][c:21]2[cH:22][cH:23][cH:24][cH:25][cH:26]2)[C:10](=[O:18])[CH:11]1[c:12]1[cH:13][cH:14][cH:15][cH:16][cH:17]1. Reactants: [Al+3], COC(=O)c1occc1C1CCN(C(=O)OC(C)(C)C)CC1, C1CCOC1, [H-], [H-], [H-], [H-], [Li+], [Na+], [OH-], O. Yields the product CC(C)(C)OC(=O)N1CCC(c2ccoc2CO)CC1. RXN SMILES: [Al+3:24].[C:1]([CH3:2])([CH3:3])([CH3:4])[O:5][C:6](=[O:7])[N:8]1[CH2:9][CH2:10][CH:11]([c:14]2[c:15]([C:19](=[O:20])[O:21][CH3:22])[o:16][cH:17][cH:18]2)[CH2:12][CH2:13]1.[CH2:32]1[O:33][CH2:34][CH2:35][CH2:36]1.[H-:23].[H-:26].[H-:27].[H-:28].[Li+:25].[Na+:31].[OH-:30].[OH2:29]>>[C:1]([CH3:2])([CH3:3])([CH3:4])[O:5][C:6](=[O:7])[N:8]1[CH2:9][CH2:10][CH:11]([c:14]2[c:15]([CH2:19][OH:20])[o:16][cH:17][cH:18]2)[CH2:12][CH2:13]1. Reactants: Cc1ccccc1, CN1CC(CCCl)Oc2ccccc2C1=O, S=P12SP3(=S)SP(=S)(S1)SP(=S)(S2)S3. Product: CN1CC(CCCl)Oc2ccccc2C1=S. Reaction SMILES: [CH3:31][c:32]1[cH:33][cH:34][cH:35][cH:36][cH:37]1.[Cl:15][CH2:16][CH2:17][CH:18]1[O:19][c:20]2[c:21]([cH:27][cH:28][cH:29][cH:30]2)[C:22](=[O:26])[N:23]([CH3:25])[CH2:24]1.[P:1]12(=[S:2])[S:3][P:4]3(=[S:14])[S:5][P:6](=[S:12])([S:7][P:8](=[S:11])([S:9]3)[S:10]1)[S:13]2>>[S:2]=[C:22]1[c:21]2[c:20]([cH:30][cH:29][cH:28][cH:27]2)[O:19][CH:18]([CH2:17][CH2:16][Cl:15])[CH2:24][N:23]1[CH3:25]. Starting materials: Cl.C(C)O (hydrogenchloride ethanol), C1=CC(=CC=2OC3=C(C21)C=CC=C3)OCCN (2-(dibenzofuran-3-yloxy)ethylamine), BrCC(=O)C1=CC(=CC=C1)NS(=O)(=O)C (2-bromo-1-[3-(methylsulfonyl)aminophenyl]ethanone), CN(C=O)C (dimethylformamide). Solvent: CO.C(Cl)(Cl)Cl (methanol chloroform). Product: Cl.C1=CC(=CC=2OC3=C(C21)C=CC=C3)OCCNCC(O)C=3C=C(C=CC3)NS(=O)(=O)C ((±)-N-[3-[2-[2-(dibenzofuran-3-yloxy)ethylamino]-1-hydroxyethyl]phenyl]methanesulfonamide hydrochloride). RXN SMILES: [CH:1]1[C:9]2[C:8]3[CH:10]=[CH:11][CH:12]=[CH:13][C:7]=3[O:6][C:5]=2[CH:4]=[C:3]([O:14][CH2:15][CH2:16][NH2:17])[CH:2]=1.Br[CH2:19][C:20]([C:22]1[CH:27]=[CH:26][CH:25]=[C:24]([NH:28][S:29]([CH3:32])(=[O:31])=[O:30])[CH:23]=1)=[O:21].CN(C)C=O.[ClH:38].C(O)C>CO.C(Cl)(Cl)Cl>[ClH:38].[CH:1]1[C:9]2[C:8]3[CH:10]=[CH:11][CH:12]=[CH:13][C:7]=3[O:6][C:5]=2[CH:4]=[C:3]([O:14][CH2:15][CH2:16][NH:17][CH2:19][CH:20]([C:22]2[CH:23]=[C:24]([NH:28][S:29]([CH3:32])(=[O:31])=[O:30])[CH:25]=[CH:26][CH:27]=2)[OH:21])[CH:2]=1 |f:3.4,5.6,7.8|. Reported procedure: Following the procedures of Example 7, the above-identified compound was synthesized from 224.6 mg of Intermediate 5 and 170 mg of Intermediate 14, with the proviso that the following modification was incorporated. Thus, addition of dimethylformamide was omitted and the purification of the crude product was effected twice by a chromatography (methanol/chloroform of 1/20-1/10). The free amine compound (98.4 mg) was converted into its hydrochloride salt (the above-identified compound) with 1.1 eq....